Dataset: the Open Reaction Database (ORD), a public repository of structured organic reaction records. Task: describe an organic reaction: reactants, conditions, products, and yield Starting materials: FC=1C=C(C=CC1C=1C=NC(=CC1)C1=NO[C@@H](C1)CO)N1C(O[C@H](C1)CN1N=NC=C1)=O ((5R)-3-(3-Fluoro-4-{6-[(5S)-5-(hydroxymethyl)-4,5-dihydroisoxazol-3-yl]pyridin-3-yl}phenyl)-5-(1H-1,2,3-triazol-1-ylmethyl)-1,3-oxazolidin-2-one), Cl.C(C)N(CCC(=O)O)CC (N,N-diethyl-β-alanine hydrochloride), Cl.CN(CCCN=C=NCC)C (1-[3-(dimethylamino)propyl]-3-ethylcarbodiimide hydrochloride). Reagents/catalysts: CN(C1=CC=NC=C1)C (4-dimethylaminopyridine). The solvent is CN(C)C=O (DMF), C(C)#N.CCOCC (acetonitrile ether). Run at time 1 hour. The product is C(C)N(CCC(=O)OC[C@@H]1CC(=NO1)C1=NC=C(C=C1)C1=C(C=C(C=C1)N1C(O[C@H](C1)CN1N=NC=C1)=O)F)CC ([(5S)-3-(5-{2-Fluoro-4-[(5R)-2-oxo-5-(1H-1,2,3-triazol-1-ylmethyl)-1,3-oxazolidin-3-yl]phenyl}pyridin-2-yl)-4,5-dihydroisoxazol-5-yl]methyl N,N-diethyl-β-alaninate). Isolated yield 21.7%. As a reaction SMILES: [F:1][C:2]1[CH:3]=[C:4]([N:21]2[CH2:25][C@H:24]([CH2:26][N:27]3[CH:31]=[CH:30][N:29]=[N:28]3)[O:23][C:22]2=[O:32])[CH:5]=[CH:6][C:7]=1[C:8]1[CH:9]=[N:10][C:11]([C:14]2[CH2:18][C@@H:17]([CH2:19][OH:20])[O:16][N:15]=2)=[CH:12][CH:13]=1.Cl.[CH2:34]([N:36]([CH2:42][CH3:43])[CH2:37][CH2:38][C:39](O)=[O:40])[CH3:35].Cl.CN(C)CCCN=C=NCC>CN(C)C1C=CN=CC=1.CN(C=O)C.C(#N)C.CCOCC>[CH2:34]([N:36]([CH2:42][CH3:43])[CH2:37][CH2:38][C:39]([O:20][CH2:19][C@H:17]1[O:16][N:15]=[C:14]([C:11]2[CH:12]=[CH:13][C:8]([C:7]3[CH:6]=[CH:5][C:4]([N:21]4[CH2:25][C@H:24]([CH2:26][N:27]5[CH:31]=[CH:30][N:29]=[N:28]5)[O:23][C:22]4=[O:32])=[CH:3][C:2]=3[F:1])=[CH:9][N:10]=2)[CH2:18]1)=[O:40])[CH3:35] |f:1.2,3.4,7.8|. Reported procedure: (5R)-3-(3-Fluoro-4-{6-[(5S)-5-(hydroxymethyl)-4,5-dihydroisoxazol-3-yl]pyridin-3-yl}phenyl)-5-(1H-1,2,3-triazol-1-ylmethyl)-1,3-oxazolidin-2-one (Example 1, 0.25 g, 0.57 mmol), N,N-diethyl-β-alanine hydrochloride (0.24 g, 1.43 mmol), 4-dimethylaminopyridine (0.02 g, 0.16 mmol), and 1-[3-(dimethylamino)propyl]-3-ethylcarbodiimide hydrochloride (0.25 g, 1.30 mmol) were combined in DMF (4 ml). The suspension was allowed to stir for one hour at room temperature. The mixture was then diluted with ace... Reactants: ClC1=NC=C(C(=O)NC2=CC=C(C=C2)OC(F)(F)Cl)C=C1C1=CC=NN1 (6-Chloro-N-(4-(chlorodifluoromethoxy)phenyl)-5-(1H-pyrazol-5-yl)nicotinamide), NCCC(C(=O)O)O (4-amino-2-hydroxybutanoic acid), [O-]P(=O)([O-])[O-].[K+].[K+].[K+] (K3PO4). The solvent is CN1CCCC1=O (NMP). Conditions: temperature 170 celsius, time 1 hour. Yields the product ClC(OC1=CC=C(C=C1)NC(=O)C=1C=C(C(=NC1)NCCC(C(=O)O)O)C1=CC=NN1)(F)F (4-((5-((4-(Chlorodifluoromethoxy)phenyl)carbamoyl)-3-(1H-pyrazol-5-yl)pyridin-2-yl)amino)-2-hydroxybutanoic acid). Reaction SMILES: Cl[C:2]1[C:21]([C:22]2[NH:26][N:25]=[CH:24][CH:23]=2)=[CH:20][C:5]([C:6]([NH:8][C:9]2[CH:14]=[CH:13][C:12]([O:15][C:16]([Cl:19])([F:18])[F:17])=[CH:11][CH:10]=2)=[O:7])=[CH:4][N:3]=1.[NH2:27][CH2:28][CH2:29][CH:30]([OH:34])[C:31]([OH:33])=[O:32].[O-]P([O-])([O-])=O.[K+].[K+].[K+]>CN1C(=O)CCC1>[Cl:19][C:16]([F:18])([F:17])[O:15][C:12]1[CH:13]=[CH:14][C:9]([NH:8][C:6]([C:5]2[CH:20]=[C:21]([C:22]3[NH:26][N:25]=[CH:24][CH:23]=3)[C:2]([NH:27][CH2:28][CH2:29][CH:30]([OH:34])[C:31]([OH:33])=[O:32])=[N:3][CH:4]=2)=[O:7])=[CH:10][CH:11]=1 |f:2.3.4.5|. Reported procedure: 6-Chloro-N-(4-(chlorodifluoromethoxy)phenyl)-5-(1H-pyrazol-5-yl)nicotinamide (Stage 48.1, 20 mg, 0.05 mmol), 4-amino-2-hydroxybutanoic acid (23.4 mg, 0.200 mmol), K3PO4 (106 mg, 0.501 mmol) and NMP (0.4 mL) were added to a MW vial, which was sealed, flushed with argon and stirred at 170° C. for 1 h. The RM was filtered and the residue washed with NMP. The combined organic phases were acidified with TFA, diluted with water and MeCN, filtered and purified by preparative HPLC (Condition 11—gradient... Reactants: ClC1=CC=C(C=C1)NC(NC1=C(C2=C(CNCC2)S1)C(=O)N)=O (2-[3-(4-Chloro-phenyl)-ureido]-4,5,6,7-tetrahydro-thieno[2,3-c]pyridine-3-carboxylic acid amide), 1H-1,2,3-benzothiazole-5-carboxyllic, C=1C=CC2=C(C1)N=NN2O (HOBt), CCN=C=NCCCN(C)C (EDCI), CN(C)C=O (DMF). Product: N1N=NC2=C1C=CC(=C2)C(=O)N2CC1=C(CC2)C(=C(S1)NC(=O)NC1=CC=C(C=C1)Cl)C(=O)N (6-(1H-Benzotriazole-5-carbonyl)-2-[3-(4-chloro-phenyl)-ureido]-4,5,6,7-tetrahydro-thieno[2,3-c]pyridine-3-carboxylic acid amide), same product. The yield is 28.0%. RXN SMILES: [Cl:1][C:2]1[CH:7]=[CH:6][C:5]([NH:8][C:9](=[O:23])[NH:10][C:11]2[S:19][C:14]3[CH2:15][NH:16][CH2:17][CH2:18][C:13]=3[C:12]=2[C:20]([NH2:22])=[O:21])=[CH:4][CH:3]=1.[CH:24]1[CH:25]=[CH:26][C:27]2[N:32](O)[N:31]=[N:30][C:28]=2[CH:29]=1.CCN=C=NCCCN(C)C.CN([CH:48]=[O:49])C>>[NH:30]1[C:28]2[CH:29]=[CH:24][C:25]([C:48]([N:16]3[CH2:17][CH2:18][C:13]4[C:12]([C:20]([NH2:22])=[O:21])=[C:11]([NH:10][C:9]([NH:8][C:5]5[CH:4]=[CH:3][C:2]([Cl:1])=[CH:7][CH:6]=5)=[O:23])[S:19][C:14]=4[CH2:15]3)=[O:49])=[CH:26][C:27]=2[N:32]=[N:31]1. Reported procedure: Starting material 5 (847 mg, 2.4 mmol) was suspended in DMF (8 ml) and 1H-1,2,3-benzothiazole-5-carboxyllic acid (473 mg, 2.9 mmol), dry HOBt (427 mg, 2.9 mmol) and EDCI (606 mg, 2.9 mmol) were added. The brown suspension was stirred at ambient temperature over the weekend. As the reaction was not complete yet, the reaction was further stirred at 80° for 4 h. Thereby a brown solution was formed. The solvent was evaporated in vacuo and the crude product was further purified by prep. HPLC (Method ... The reactants are C1(=CC=CC=C1)B(O)O (Phenylboronic acid), BrC1=NC=C(C(=C1)C)Br (2,5-dibromo-4-methylpyridine), O.[O-]P(=O)([O-])[O-].[K+].[K+].[K+] (potassium phosphate tribasic monohydrate), C1(=CC=CC=C1)C (toluene). The reagents and catalysts are C=1C=CC(=CC1)/C=C/C(=O)/C=C/C2=CC=CC=C2.C=1C=CC(=CC1)/C=C/C(=O)/C=C/C2=CC=CC=C2.C=1C=CC(=CC1)/C=C/C(=O)/C=C/C2=CC=CC=C2.[Pd].[Pd] (tris(dibenzylideneacetone)dipalladium(0)), C1(CCCCC1)P(C1=C(C=CC=C1)C1=C(C=CC=C1OC)OC)C1CCCCC1 (2-dicyclohexylphosphino-2′,6′-dimethoxybiphenyl). Run in O (water). The product is C1(=CC=CC=C1)C1=NC=C(C(=C1)C)C1=CC=CC=C1 (2,5-diphenyl-4-methylpyridine). Isolated yield 87.2%. Reaction SMILES: [C:1]1(B(O)O)[CH:6]=[CH:5][CH:4]=[CH:3][CH:2]=1.Br[C:11]1[CH:16]=[C:15]([CH3:17])[C:14](Br)=[CH:13][N:12]=1.O.[O-]P([O-])([O-])=O.[K+].[K+].[K+].[C:28]1(C)[CH:33]=[CH:32][CH:31]=[CH:30][CH:29]=1>C1C=CC(/C=C/C(/C=C/C2C=CC=CC=2)=O)=CC=1.C1C=CC(/C=C/C(/C=C/C2C=CC=CC=2)=O)=CC=1.C1C=CC(/C=C/C(/C=C/C2C=CC=CC=2)=O)=CC=1.[Pd].[Pd].C1(P(C2CCCCC2)C2C=CC=CC=2C2C(OC)=CC=CC=2OC)CCCCC1.O>[C:1]1([C:11]2[CH:16]=[C:15]([CH3:17])[C:14]([C:28]3[CH:33]=[CH:32][CH:31]=[CH:30][CH:29]=3)=[CH:13][N:12]=2)[CH:6]=[CH:5][CH:4]=[CH:3][CH:2]=1 |f:2.3.4.5.6,8.9.10.11.12|. Procedure: Phenylboronic acid (72.9 g, 598 mmol), 2,5-dibromo-4-methylpyridine (50 g, 199 mmol), 2-dicyclohexylphosphino-2′,6′-dimethoxybiphenyl (3.3 g, 8 mmol), potassium phosphate tribasic monohydrate (137 g, 595 mmol), 650 mL of toluene and 150 mL of water were placed in a 2 L round-bottom flask. Nitrogen was bubbled directly into the reaction mixture for 30 min after which tris(dibenzylideneacetone)dipalladium(0) (1.79 g, 1.96 mmol) was added. Nitrogen was bubbled into the reaction mixture for another ... Reactants: ClC1=NC=NC2=C1C1=C([Se]2)CCCC1 (4-Chloro-5,6,7,8-tetrahydrobenzo[1,2-b]pyrimidino[5,4-d]selenophene), compound, ClC=1C=C(N)C=CC1F (3-chloro-4-fluoroaniline). The solvent is C(C)(C)O (isopropyl alcohol). The product is ClC=1C=C(C=CC1F)NC1=NC=NC2=C1C1=C([Se]2)CCCC1 ((3-Chloro-4-fluorophenyl)-5,6,7,8-tetrahydrobenzo[1,2-b]pyrimidino[5,6-d]selenophen-4-ylamine). Isolated yield 88.0%. Reaction SMILES: Cl[C:2]1[C:7]2[C:8]3[CH2:14][CH2:13][CH2:12][CH2:11][C:9]=3[Se:10][C:6]=2[N:5]=[CH:4][N:3]=1.[Cl:15][C:16]1[CH:17]=[C:18]([CH:20]=[CH:21][C:22]=1[F:23])[NH2:19]>C(O)(C)C>[Cl:15][C:16]1[CH:17]=[C:18]([NH:19][C:2]2[C:7]3[C:8]4[CH2:14][CH2:13][CH2:12][CH2:11][C:9]=4[Se:10][C:6]=3[N:5]=[CH:4][N:3]=2)[CH:20]=[CH:21][C:22]=1[F:23]. Procedure details: To a solution of step b compound (300 mg, 1.10 mmol) in isopropyl alcohol (10 mL) was added 3-chloro-4-fluoroaniline (640 mg, 4.4 mmol) at rt and the mixture was refluxed for 7 h. The mixture was allowed to rt and the contents were poured into ice cold water. The solution was extracted with chloroform (3×100 mL) and the combined chloroform layer was washed with water, brine and dried over sodium sulfate. The solution was filtered and evaporated the solvent. The residue was chromatographed over s... Reactants: ClC(Cl)Cl, O=C(OO)c1cccc(Cl)c1, Cc1c(OC(F)F)ccnc1CSc1nc2ccccc2[nH]1. The product is Cc1c(OC(F)F)ccnc1CS(=O)c1nc2ccccc2[nH]1. RXN SMILES: [CH:34]([Cl:35])([Cl:36])[Cl:37].[Cl:23][c:24]1[cH:25][cH:26][cH:27][c:28]([C:29]([O:30][OH:32])=[O:31])[cH:33]1.[F:1][CH:2]([O:3][c:4]1[c:5]([CH3:21])[c:6]([CH2:10][S:11][c:12]2[nH:13][c:14]3[c:15]([n:16]2)[cH:17][cH:18][cH:19][cH:20]3)[n:7][cH:8][cH:9]1)[F:22]>>[F:1][CH:2]([O:3][c:4]1[c:5]([CH3:21])[c:6]([CH2:10][S:11]([c:12]2[n:13][c:14]3[c:15]([nH:16]2)[cH:17][cH:18][cH:19][cH:20]3)=[O:31])[n:7][cH:8][cH:9]1)[F:22]. Reactants: O=C1C(NC(N1CC1CN(CC1)C(=O)OCCCC)=CC(=O)C1=CC=C(C#N)C=C1)(CC1=CC=NC=C1)CC1=CC=NC=C1 (4-{[5-Oxo-4,4-bis-pyridin-4-ylmethyl-1-(1-butoxycarbonyl-pyrrolidin-3-ylmethyl)-imidazolidin-2-ylidene]-acetyl}-benzonitrile), C(=O)(C(F)(F)F)O (TFA). The solvent is C(Cl)Cl (CH2Cl2). Product: O=C1C(NC(N1CC1CNCC1)=CC(=O)C1=CC=C(C#N)C=C1)(CC1=CC=NC=C1)CC1=CC=NC=C1 (4-[(5-Oxo-4,4-bis-pyridin-4-ylmethyl-1-pyrrolidin-3-ylmethyl-imidazolidin-2-ylidene)-acetyl]-benzonitrile). Reaction SMILES: [O:1]=[C:2]1[N:6]([CH2:7][CH:8]2[CH2:12][CH2:11][N:10](C(OCCCC)=O)[CH2:9]2)[C:5](=[CH:20][C:21]([C:23]2[CH:30]=[CH:29][C:26]([C:27]#[N:28])=[CH:25][CH:24]=2)=[O:22])[NH:4][C:3]1([CH2:38][C:39]1[CH:44]=[CH:43][N:42]=[CH:41][CH:40]=1)[CH2:31][C:32]1[CH:37]=[CH:36][N:35]=[CH:34][CH:33]=1.C(O)(C(F)(F)F)=O>C(Cl)Cl>[O:1]=[C:2]1[N:6]([CH2:7][CH:8]2[CH2:12][CH2:11][NH:10][CH2:9]2)[C:5](=[CH:20][C:21]([C:23]2[CH:24]=[CH:25][C:26]([C:27]#[N:28])=[CH:29][CH:30]=2)=[O:22])[NH:4][C:3]1([CH2:31][C:32]1[CH:33]=[CH:34][N:35]=[CH:36][CH:37]=1)[CH2:38][C:39]1[CH:44]=[CH:43][N:42]=[CH:41][CH:40]=1. Procedure details: Using the same procedure as described in Example 3, the title compound of 46A (6.73 mmol) was treated with TFA (10 ml) in CH2Cl2 to give the title compound of 46B (2.232 g, 4.53 mmol, 78% yield). Reactants: O=C1N=C2C(=CC=CC2=C2C1CCO2)OC (4-Oxo-6-methoxy-2,3-dihydrofuro[3,2-c]quinoline), FC1=CC(=C(N)C=C1)C (4-fluor-2-methylaniline). Solvent: C(COCCO)O (diethylene glycol), salt, O (water). Reaction conditions: temperature 250 celsius. Product: CC1=C(C=CC(=C1)F)N1CCC=2C(NC=3C(=CC=CC3C21)OC)=O (1-(2-methyl-4-fluorphenyl)-4-oxo-6-methoxy-2,3,4,5-tetrahydropyrrolo[3,2-c]quinoline). The yield is 78.9%. RXN SMILES: [O:1]=[C:2]1[CH:11]2[CH2:12][CH2:13]O[C:10]2=[C:9]2[C:4]([C:5]([O:15][CH3:16])=[CH:6][CH:7]=[CH:8]2)=[N:3]1.[F:17][C:18]1[CH:24]=[CH:23][C:21]([NH2:22])=[C:20]([CH3:25])[CH:19]=1>C(O)COCCO.O>[CH3:25][C:20]1[CH:19]=[C:18]([F:17])[CH:24]=[CH:23][C:21]=1[N:22]1[C:10]2[C:9]3[CH:8]=[CH:7][CH:6]=[C:5]([O:15][CH3:16])[C:4]=3[NH:3][C:2](=[O:1])[C:11]=2[CH2:12][CH2:13]1. Procedure details: 4-Oxo-6-methoxy-2,3-dihydrofuro[3,2-c]quinoline (217 mg, 1.0 mmol) was dissolved in 10 ml of diethylene glycol in a pressure tube and (278 μl, 2.5 mmol) of 4-fluor-2-methylaniline (278 μl, 2.5 mmol) was added under nitrogen. The reaction mixture was heated at 250° C. for 15 hours. The reaction mixture was diluted with 20 ml of salt water and the aqueous layer was extracted with methylene chloride (15 ml×3). After washing with water (15 ml×3), the organic layer was dried by anhydrous magnesium su... Product: COC(=O)c1ccc(C(O)CNC(=O)OC(C)(C)C)nc1. Starting materials: [BH4-], COC(=O)c1ccc(C(=O)CNC(=O)OC(C)(C)C)nc1, CO, [Na+]. As a reaction SMILES: [BH4-:22].[CH3:1][O:2][C:3]([c:4]1[cH:5][n:6][c:7]([C:10]([CH2:11][NH:12][C:13](=[O:14])[O:15][C:16]([CH3:17])([CH3:18])[CH3:19])=[O:20])[cH:8][cH:9]1)=[O:21].[CH3:24][OH:25].[Na+:23]>>[CH3:1][O:2][C:3]([c:4]1[cH:5][n:6][c:7]([CH:10]([CH2:11][NH:12][C:13](=[O:14])[O:15][C:16]([CH3:17])([CH3:18])[CH3:19])[OH:20])[cH:8][cH:9]1)=[O:21]. Reactants: BrC=1C=C2C(CC3(CCN(CC3)C(=O)C3=NC4=C(C=CC=C4C(=C3)OC)OC)OC2=CC1)=O (6-Bromo-1′-[(4,8-dimethoxyquinolin-2-yl)carbonyl]spiro[chroman-2,4′-piperidin]-4-one), C([O-])([O-])=O.[Cs+].[Cs+] (cesium carbonate), C(C)(C)(C)OC(=O)N1CCNCC1 (1-t-butoxycarbonylpiperazine), C(C)(C)(C)P(C1=C(C=CC=C1)C1=CC=CC=C1)C(C)(C)C (2-(di-t-butylphosphino)biphenyl). Reagents/catalysts: C(C)(=O)[O-].[Pd+2].C(C)(=O)[O-] (palladium acetate). Solvent: O1CCOCC1 (1,4-dioxane). Reaction conditions: temperature 110 celsius, time 20 hour. Yields the product C(C)(C)(C)OC(=O)N1CCN(CC1)C=1C=C2C(CC3(CCN(CC3)C(=O)C3=NC4=C(C=CC=C4C(=C3)OC)OC)OC2=CC1)=O (6-(4-t-butoxycarbonylpiperazin-1-yl)-1′-[(4,8-dimethoxyquinolin-2-yl)carbonyl]spiro[chroman-2,4′-piperidin]-4-one). RXN SMILES: Br[C:2]1[CH:3]=[C:4]2[C:30](=[CH:31][CH:32]=1)[O:29][C:7]1([CH2:12][CH2:11][N:10]([C:13]([C:15]3[CH:24]=[C:23]([O:25][CH3:26])[C:22]4[C:17](=[C:18]([O:27][CH3:28])[CH:19]=[CH:20][CH:21]=4)[N:16]=3)=[O:14])[CH2:9][CH2:8]1)[CH2:6][C:5]2=[O:33].[C:34]([O:38][C:39]([N:41]1[CH2:46][CH2:45][NH:44][CH2:43][CH2:42]1)=[O:40])([CH3:37])([CH3:36])[CH3:35].C(P(C(C)(C)C)C1C=CC=CC=1C1C=CC=CC=1)(C)(C)C.C(=O)([O-])[O-].[Cs+].[Cs+]>O1CCOCC1.C([O-])(=O)C.[Pd+2].C([O-])(=O)C>[C:34]([O:38][C:39]([N:41]1[CH2:46][CH2:45][N:44]([C:2]2[CH:3]=[C:4]3[C:30](=[CH:31][CH:32]=2)[O:29][C:7]2([CH2:12][CH2:11][N:10]([C:13]([C:15]4[CH:24]=[C:23]([O:25][CH3:26])[C:22]5[C:17](=[C:18]([O:27][CH3:28])[CH:19]=[CH:20][CH:21]=5)[N:16]=4)=[O:14])[CH2:9][CH2:8]2)[CH2:6][C:5]3=[O:33])[CH2:43][CH2:42]1)=[O:40])([CH3:37])([CH3:35])[CH3:36] |f:3.4.5,7.8.9|. Procedure details: 6-Bromo-1′-[(4,8-dimethoxyquinolin-2-yl)carbonyl]spiro[chroman-2,4′-piperidin]-4-one (1.00 g), 1-t-butoxycarbonylpiperazine (574 mg), palladium acetate (87.8 mg), 2-(di-t-butylphosphino)biphenyl (117 mg) and cesium carbonate (766 mg) were suspended in 1,4-dioxane (10 mL), and stirred at 110° C. for 20 hours. The reaction solution was filtered through Celite, the residue on Celite was washed with chloroform, and the filtrate was concentrated under reduced pressure. The resulting residue was subje...